This data is from the Open Reaction Database (ORD), a public repository of structured organic reaction records. The task is: describe an organic reaction: reactants, conditions, products, and yield Reactants: N([C@H](CC1=CN(C2=CC=CC=C12)CC(=O)OCC)C(=O)OCC1=CC=CC=C1)C(=O)OC(C)(C)C (Boc-D-Trp(CH2CO2Et)-OBzl). Reagents/catalysts: [Pd] (palladium on carbon). Run in C(C)O (ethanol). Yields the product N([C@H](CC1=CN(C2=CC=CC=C12)CC(=O)OCC)C(=O)O)C(=O)OC(C)(C)C (Boc-D-Trp(CH2CO2Et)-OH). The yield is 91.0%. RXN SMILES: [NH:1]([C:29]([O:31][C:32]([CH3:35])([CH3:34])[CH3:33])=[O:30])[C@@H:2]([C:19]([O:21]CC1C=CC=CC=1)=[O:20])[CH2:3][C:4]1[C:12]2[C:7](=[CH:8][CH:9]=[CH:10][CH:11]=2)[N:6]([CH2:13][C:14]([O:16][CH2:17][CH3:18])=[O:15])[CH:5]=1>C(O)C.[Pd]>[NH:1]([C:29]([O:31][C:32]([CH3:33])([CH3:35])[CH3:34])=[O:30])[C@@H:2]([C:19]([OH:21])=[O:20])[CH2:3][C:4]1[C:12]2[C:7](=[CH:8][CH:9]=[CH:10][CH:11]=2)[N:6]([CH2:13][C:14]([O:16][CH2:17][CH3:18])=[O:15])[CH:5]=1. Reported procedure: To a solution of Boc-D-Trp(CH2CO2Et)-OBzl (4.14 g) in ethanol (60 ml) was added 5% palladium on carbon (0.7 g) and the mixture was hydrogenated for one and half an hour under atmospheric pressure. Filtration of the catalyst and concentration of the filtrate under vacuum gave Boc-D-Trp(CH2CO2Et)-OH as an amorphous solid (3.06 g). The reactants are C1CCCCC12NC1(CCCCC1)NC2=O (7,14-diazadispiro[5.1.5.2]pentadecan-15-one), C1(=CC=C(C=C1)N=C=O)C (p-tolylisocyanate), N12CCN(CC1)CC2 (1,4-diazabicyclo[2.2.2]octane). Run in C1=CC=CC=C1 (benzene). The product is C1(=CC=C(C=C1)NC(=O)N1C2(NC3(CCCCC3)C1=O)CCCCC2)C (14-p-tolylcarbamoyl-7,14-diazadispiro[5.1.5.2]pentadecan-15-one). As a reaction SMILES: [CH2:1]1[C:6]2([C:15](=[O:16])[NH:14][C:8]3([CH2:13][CH2:12][CH2:11][CH2:10][CH2:9]3)[NH:7]2)[CH2:5][CH2:4][CH2:3][CH2:2]1.[C:17]1([CH3:26])[CH:22]=[CH:21][C:20]([N:23]=[C:24]=[O:25])=[CH:19][CH:18]=1.N12CCN(CC1)CC2>C1C=CC=CC=1>[C:17]1([CH3:26])[CH:22]=[CH:21][C:20]([NH:23][C:24]([N:14]2[C:15](=[O:16])[C:6]3([CH2:1][CH2:2][CH2:3][CH2:4][CH2:5]3)[NH:7][C:8]32[CH2:13][CH2:12][CH2:11][CH2:10][CH2:9]3)=[O:25])=[CH:19][CH:18]=1. Procedure details: 3.33 Parts of 7,14-diazadispiro[5.1.5.2]pentadecan-15-one, 2.19 parts of p-tolylisocyanate and a trace of 1,4-diazabicyclo[2.2.2]octane in 150 parts of dry benzene were heated at reflux for 24 hours. The solvent was evaporated in vacuo to yield a solid material which was recrystallised from ethanol to give 4.2 parts of 14-p-tolylcarbamoyl-7,14-diazadispiro[5.1.5.2]pentadecan-15-one as colourless crystals of melting point 136° to 138°C. This material gave the following elemental analysis by weigh... Reactants: CN(C(C1=C(C=CC=C1[N+](=O)[O-])S(=O)(=O)NCCO)=O)C (N,N-Dimethyl-2-[N-(2-hydroxyethyl)aminosulfonyl]-6-nitrobenzamide), [H-].[Na+] (NaH), C1(=CC=C(C=C1)S(=O)(=O)OC)C (methyl p-toluenesulfonate), [Na] (sodium). The solvent is C(CCC)Cl (n-butylchloride), CN(C)C=O (DMF), CN(C)C=O (DMF), CN(C)C=O (DMF), CCOC(=O)C (EtOAc). Conditions: time 20 hour. The product is CN(C(C1=C(C=CC=C1[N+](=O)[O-])S(=O)(=O)N(C)CCO)=O)C (N,N-Dimethyl-2-[N-(2-hyroxyethyl)-N-methylaminosulfonyl]-6-nitrobenzamide). Reaction SMILES: [CH3:1][N:2]([CH3:21])[C:3](=[O:20])[C:4]1[C:9]([N+:10]([O-:12])=[O:11])=[CH:8][CH:7]=[CH:6][C:5]=1[S:13]([NH:16][CH2:17][CH2:18][OH:19])(=[O:15])=[O:14].[H-].[Na+].[Na].[C:25]1(C)C=CC(S(OC)(=O)=O)=CC=1>CN(C=O)C.C(Cl)CCC.CCOC(C)=O>[CH3:1][N:2]([CH3:21])[C:3](=[O:20])[C:4]1[C:9]([N+:10]([O-:12])=[O:11])=[CH:8][CH:7]=[CH:6][C:5]=1[S:13]([N:16]([CH2:17][CH2:18][OH:19])[CH3:25])(=[O:15])=[O:14] |f:1.2,^1:23|. Procedure details: A solution of N,N-Dimethyl-2-[N-(2-hydroxyethyl)aminosulfonyl]-6-nitrobenzamide (3.97 g, 12.5 mmol) in dry DMF (40 ml) was added slowly to a stirred suspension of 50% NaH (0.60 g, 12.5 mmol) in dry DMF (10 ml) under N2 at 20-25°. After formation of the sodium salt was complete, a solution of methyl p-toluenesulfonate (2.40 g, 12.9 mmol) in DMF (4 ml) was added and the reaction mixture stirred at 20-25° for 20 hours and then at 60° for 23 hours. The orange solution was mixed with EtOAc (400 ml) a... Reactants: S1N=C(C2=C1C=CC=C2)N2CCN(CC2)CCC2=C(C=CC=C2)N (2-[2-(4-1,2-benzisothiazol-3-yl-piperazin-1-yl)-ethyl]-phenylamine), CC(=CC(=O)Cl)C (3,3 dimethyl acryloyl chloride). Product: S1N=C(C2=C1C=CC=C2)N2CCN(CC2)CCC2=C(C=CC=C2)NC(C=C(C)C)=O (3-methyl-but-2-enoic acid {2-[2-(4-1,2-benzisothiazol-3-yl-piperazin-1-yl)-ethyl]-phenyl}-amide). Yield: 105.4%. As a reaction SMILES: [S:1]1[C:5]2[CH:6]=[CH:7][CH:8]=[CH:9][C:4]=2[C:3]([N:10]2[CH2:15][CH2:14][N:13]([CH2:16][CH2:17][C:18]3[CH:23]=[CH:22][CH:21]=[CH:20][C:19]=3[NH2:24])[CH2:12][CH2:11]2)=[N:2]1.[CH3:25][C:26]([CH3:31])=[CH:27][C:28](Cl)=[O:29]>>[S:1]1[C:5]2[CH:6]=[CH:7][CH:8]=[CH:9][C:4]=2[C:3]([N:10]2[CH2:15][CH2:14][N:13]([CH2:16][CH2:17][C:18]3[CH:23]=[CH:22][CH:21]=[CH:20][C:19]=3[NH:24][C:28](=[O:29])[CH:27]=[C:26]([CH3:31])[CH3:25])[CH2:12][CH2:11]2)=[N:2]1. Procedure: Starting from 2-[2-(4-1,2-benzisothiazol-3-yl-piperazin-1-yl)-ethyl]-phenylamine (1 g, 2.82 mmol) and 3,3 dimethyl acryloyl chloride (0.33 mL, 2.97 mmol) and following the procedure as outlined in Example 1, 1.25 g of 3-methyl-but-2-enoic acid {2-[2-(4-1,2-benzisothiazol-3-yl-piperazin-1-yl)-ethyl]-phenyl}-amide was isolated as a white foam in 93% purity @ 214 nm; LCMS (APCI): 421 [M+H]+; mp 52° C. Reactants: C(C)(C)(C)OC(=O)N1CCN(CC1)C1=NC(=CN=C1)OCC1=CC(=CC=C1)Cl (6′-(3-chloro-benzyloxy)-2,3,5,6-tetrahydro-[1,2′]bipyrazinyl-4-carboxylic acid tert-butyl ester), [B-](F)(F)(F)F.[B-](F)(F)(F)F.C1C[N+]2(CC[N+]1(CC2)CCl)F (Selectfluor), [1-(chloromethyl)-4-fluoro-1,4-diazoniabicyclo[2.2.2]-octane bis(tetrafluoroborate)], material. Solvent: C(C)#N (acetonitrile). Reaction conditions: time 16 hour. Yields the product C(C)(C)(C)OC(=O)N1CCN(CC1)C1=NC(=CN=C1F)OCC1=CC(=CC=C1)Cl (3′-Fluoro-6′-(3-chloro-benzyloxy)-3,4,5,6-tetrahydro-2H-[1,2′]bipyrazinyl-4-carboxylic acid tert-butyl ester). As a reaction SMILES: [C:1]([O:5][C:6]([N:8]1[CH2:13][CH2:12][N:11]([C:14]2[CH:19]=[N:18][CH:17]=[C:16]([O:20][CH2:21][C:22]3[CH:27]=[CH:26][CH:25]=[C:24]([Cl:28])[CH:23]=3)[N:15]=2)[CH2:10][CH2:9]1)=[O:7])([CH3:4])([CH3:3])[CH3:2].[B-](F)(F)(F)[F:30].[B-](F)(F)(F)F.C1[N+]2(CCl)CC[N+](F)(CC2)C1>C(#N)C>[C:1]([O:5][C:6]([N:8]1[CH2:13][CH2:12][N:11]([C:14]2[C:19]([F:30])=[N:18][CH:17]=[C:16]([O:20][CH2:21][C:22]3[CH:27]=[CH:26][CH:25]=[C:24]([Cl:28])[CH:23]=3)[N:15]=2)[CH2:10][CH2:9]1)=[O:7])([CH3:4])([CH3:2])[CH3:3] |f:1.2.3|. Procedure details: A solution of 6′-(3-chloro-benzyloxy)-2,3,5,6-tetrahydro-[1,2′]bipyrazinyl-4-carboxylic acid tert-butyl ester (1-1b) (600 mg, 1.49 mmol) in acetonitrile (12.4 ml) at 0° C. under a nitrogen atmosphere was treated with Selectfluor™ ([1-(chloromethyl)-4-fluoro-1,4-diazoniabicyclo[2.2.2]-octane bis(tetrafluoroborate)]) (526 mg, 1.49 mmol). The resulting mixture was allowed to warm to room temperature and stirred for 16 h. The reaction mixture was partitioned between CH2Cl2 and water. The organic pha...